Dataset: the Open Reaction Database (ORD), a public repository of structured organic reaction records. Task: describe an organic reaction: reactants, conditions, products, and yield The reactants are OCCOc1ccc(Br)cc1, COCCOC, Cc1ccc(-c2c(Cl)ncnc2NS(=O)(=O)CCc2ccccc2)cc1, [H-], [Na+]. Yields the product Cc1ccc(-c2c(NS(=O)(=O)CCc3ccccc3)ncnc2OCCOc2ccc(Br)cc2)cc1. Reaction SMILES: [Br:3][c:4]1[cH:5][cH:6][c:7]([O:8][CH2:9][CH2:10][OH:11])[cH:12][cH:13]1.[CH3:40][O:41][CH2:42][CH2:43][O:44][CH3:45].[Cl:14][c:15]1[c:16](-[c:33]2[cH:34][cH:35][c:36]([CH3:39])[cH:37][cH:38]2)[c:17]([NH:21][S:22](=[O:23])(=[O:24])[CH2:25][CH2:26][c:27]2[cH:28][cH:29][cH:30][cH:31][cH:32]2)[n:18][cH:19][n:20]1.[H-:2].[Na+:1]>>[Br:3][c:4]1[cH:5][cH:6][c:7]([O:8][CH2:9][CH2:10][O:11][c:15]2[c:16](-[c:33]3[cH:34][cH:35][c:36]([CH3:39])[cH:37][cH:38]3)[c:17]([NH:21][S:22](=[O:23])(=[O:24])[CH2:25][CH2:26][c:27]3[cH:28][cH:29][cH:30][cH:31][cH:32]3)[n:18][cH:19][n:20]2)[cH:12][cH:13]1. The reactants are CCC(C)=O, CCOC(C)=O, ClCCl, CC(C)I, [K+], [K+], O=C([O-])[O-], CCn1c(-c2ccc(N3CCCS3(=O)=O)cc2)c(C#N)c2ccc(OC(C)C)cc21. Yields the product CCn1c(-c2ccc(N3CCCS3(=O)=O)cc2)c(C#N)c2ccc(OC)cc21. RXN SMILES: [CH2:11]([C:12]([CH3:13])=[O:14])[CH3:15].[CH3:46][CH2:47][O:48][C:49]([CH3:50])=[O:51].[Cl:52][CH2:53][Cl:54].[I:7][CH:8]([CH3:9])[CH3:10].[K+:1].[K+:2].[O-:3][C:4]([O-:5])=[O:6].[O:16]=[S:17]1(=[O:45])[N:18]([c:22]2[cH:23][cH:24][c:25](-[c:28]3[n:29]([CH2:43][CH3:44])[c:30]4[cH:31][c:32]([O:39][CH:40]([CH3:41])[CH3:42])[cH:33][cH:34][c:35]4[c:36]3[C:37]#[N:38])[cH:26][cH:27]2)[CH2:19][CH2:20][CH2:21]1>>[O:16]=[S:17]1(=[O:45])[N:18]([c:22]2[cH:23][cH:24][c:25](-[c:28]3[n:29]([CH2:43][CH3:44])[c:30]4[cH:31][c:32]([O:39][CH3:40])[cH:33][cH:34][c:35]4[c:36]3[C:37]#[N:38])[cH:26][cH:27]2)[CH2:19][CH2:20][CH2:21]1.